Dataset: the Open Reaction Database (ORD), a public repository of structured organic reaction records. Task: describe an organic reaction: reactants, conditions, products, and yield Reactants: C(=O)([O-])[O-].[K+].[K+] (K2CO3), BrCC (bromoethane), ClC=1C=C(C(=O)OC)C=C(C1O)O (Methyl 3-chloro-4,5-dihydroxybenzoate), CC(=O)C (acetone). Run at temperature 60 celsius, time 18 hour. Yields the product ClC=1C=C(C(=O)O)C=C(C1OCC)OCC (3-chloro-4,5-bis(ethyloxy)benzoic acid). Reaction SMILES: [Cl:1][C:2]1[CH:3]=[C:4]([CH:9]=[C:10]([OH:13])[C:11]=1[OH:12])[C:5]([O:7]C)=[O:6].C([O-])([O-])=O.[K+].[K+].Br[CH2:21][CH3:22].[CH3:23][C:24](C)=O>>[Cl:1][C:2]1[CH:3]=[C:4]([CH:9]=[C:10]([O:13][CH2:21][CH3:22])[C:11]=1[O:12][CH2:23][CH3:24])[C:5]([OH:7])=[O:6] |f:1.2.3|. Reported procedure: To a solution of methyl 3-chloro-4,5-dihydroxybenzoate (D68) (1.0 g) in acetone (50 mL) stirred at room temp was added K2CO3 (6.9 g) and bromoethane (5.5 g). The reaction mixture was stirred at 60° C. for 18 h. After filteration, the filtrate was concentrated under reduced pressure. The residue was dissolved in tetrahydrofuran (20 mL) and methanol (20 mL), a solution of NaOH (1.0 g) in water (20 mL) was added to the above solution. The resulted mixture was stirred for 4 h and then the organic so... Product: CN1C(C(N(CC1)C)=O)=O (1,4-Dimethylpiperazine-2,3-dione). Reported procedure: To a stirred solution of N,N′-dimethylethylenediamine (25.0 g, 0.28 mol) in 150 mL of dry diethyl ether was added diethyl oxalate (38.5 mL, 0.28 mol) in one portion. After a few minutes white crystals started to precipitate. The reaction mixture was stirred at room temperature overnight. The product was filtered and washed with dry diethyl ether. The product was dried under vacuum at 47° C. overnight to give colorless crystals (38.64 g, 96%). 1H NMR (200 MHz, CDCl3, δ): 3.50 (s, 4H), 2.99 (s, 6H... Starting materials: CNCCNC (N,N′-dimethylethylenediamine), C(C(=O)OCC)(=O)OCC (diethyl oxalate). Solvent: C(C)OCC (diethyl ether). Conditions: time 8 hour. As a reaction SMILES: [CH3:1][NH:2][CH2:3][CH2:4][NH:5][CH3:6].[C:7]([O:14]CC)(=O)[C:8]([O:10]CC)=O>C(OCC)C>[CH3:1][N:2]1[CH2:3][CH2:4][N:5]([CH3:6])[C:7](=[O:14])[C:8]1=[O:10]. Yield: 97.1%. Starting materials: ClC1=CC=C(C=C1)C(CCC#N)C1=CNC2=C(C=C(C=C12)F)CSC (4-(4-Chlorophenyl)-4-{5-fluoro-7-[(methylsulfanyl)methyl]-1H-indol-3-yl}butanonitrile), ClC1=CC(=CC=C1)C(=O)OO (meta-chloroperbenzoic acid). The solvent is ClCCl (dichloromethane). Reaction conditions: time 8 hour. Product: ClC1=CC=C(C=C1)C(CCC#N)C1=CNC2=C(C=C(C=C12)F)CS(=O)C (4-(4-Chlorophenyl)-4-{5-fluoro-7-[(methylsulfinyl)methyl]-1H-indol-3-yl}butanonitrile). RXN SMILES: [Cl:1][C:2]1[CH:7]=[CH:6][C:5]([CH:8]([C:13]2[C:21]3[C:16](=[C:17]([CH2:23][S:24][CH3:25])[CH:18]=[C:19]([F:22])[CH:20]=3)[NH:15][CH:14]=2)[CH2:9][CH2:10][C:11]#[N:12])=[CH:4][CH:3]=1.ClC1C=CC=C(C(OO)=[O:34])C=1>ClCCl>[Cl:1][C:2]1[CH:3]=[CH:4][C:5]([CH:8]([C:13]2[C:21]3[C:16](=[C:17]([CH2:23][S:24]([CH3:25])=[O:34])[CH:18]=[C:19]([F:22])[CH:20]=3)[NH:15][CH:14]=2)[CH2:9][CH2:10][C:11]#[N:12])=[CH:6][CH:7]=1. Procedure details: 64.0 mg (0.17 mmol) of the compound from Example 43 were introduced into 10 ml of dichloromethane at 0° C., 42.3 mg (0.17 mmol) of 70% pure meta-chloroperbenzoic acid were added, and the mixture was stirred at RT overnight. It was concentrated, and the residue was purified by preparative HPLC (RP18 column; mobile phase: acetonitrile/water gradient with addition of 0.1% formic acid) to result in 54 mg (79% of theory) of the title compound as mixture of diastereomers. The reactants are C(C)(C)(C)OC(C[C@@H](C=1C=NC=C(C1)C#CC1=CC(=CC=C1)OCCF)NC(=O)[C@H]1CN(CCC1)C(CCC1CCN(CC1)C(=O)OC(C)(C)C)=O)=O (Tert-butyl 4-{3-[(3R)-3-{[(1S)-3-tert-butoxy-1-(5-{[3-(2-fluoroethoxy)phenyl]ethynyl}pyridin-3-yl)-3-oxopropyl]carbamoyl}piperidin-1-yl]-3-oxopropyl}piperidine-1-carboxylate). Reagents/catalysts: [Pd] (palladium on charcoal). Solvent: C(C)(=O)OCC (ethyl acetate), CO (methanol). Product: C(C)(C)(C)OC(C[C@@H](C=1C=NC=C(C1)CCC1=CC(=CC=C1)OCCF)NC(=O)[C@H]1CN(CCC1)C(CCC1CCN(CC1)C(=O)OC(C)(C)C)=O)=O (tert-butyl 4-{3-[(3R)-3-{[(1S)-3-tert-butoxy-1-(5-{2-[3-(2-fluoroethoxy)phenyl]ethyl}pyridin-3-yl)-3-oxopropyl]carbamoyl}piperidin-1-yl]-3-oxopropyl}piperidine-1-carboxylate). Isolated yield 74.1%. RXN SMILES: [C:1]([O:5][C:6](=[O:53])[CH2:7][C@H:8]([NH:27][C:28]([C@@H:30]1[CH2:35][CH2:34][CH2:33][N:32]([C:36](=[O:52])[CH2:37][CH2:38][CH:39]2[CH2:44][CH2:43][N:42]([C:45]([O:47][C:48]([CH3:51])([CH3:50])[CH3:49])=[O:46])[CH2:41][CH2:40]2)[CH2:31]1)=[O:29])[C:9]1[CH:10]=[N:11][CH:12]=[C:13]([C:15]#[C:16][C:17]2[CH:22]=[CH:21][CH:20]=[C:19]([O:23][CH2:24][CH2:25][F:26])[CH:18]=2)[CH:14]=1)([CH3:4])([CH3:3])[CH3:2]>C(OCC)(=O)C.CO.[Pd]>[C:1]([O:5][C:6](=[O:53])[CH2:7][C@H:8]([NH:27][C:28]([C@@H:30]1[CH2:35][CH2:34][CH2:33][N:32]([C:36](=[O:52])[CH2:37][CH2:38][CH:39]2[CH2:40][CH2:41][N:42]([C:45]([O:47][C:48]([CH3:51])([CH3:50])[CH3:49])=[O:46])[CH2:43][CH2:44]2)[CH2:31]1)=[O:29])[C:9]1[CH:10]=[N:11][CH:12]=[C:13]([CH2:15][CH2:16][C:17]2[CH:22]=[CH:21][CH:20]=[C:19]([O:23][CH2:24][CH2:25][F:26])[CH:18]=2)[CH:14]=1)([CH3:2])([CH3:4])[CH3:3]. Procedure details: Tert-butyl 4-{3-[(3R)-3-{[(1S)-3-tert-butoxy-1-(5-{[3-(2-fluoroethoxy)phenyl]ethynyl}pyridin-3-yl)-3-oxopropyl]carbamoyl}piperidin-1-yl]-3-oxopropyl}piperidine-1-carboxylate (30 mg, 40 μmol) in ethyl acetate (1.2 mL) and methanol (0.2 mL) was stirred for 2.5 hours at room temperature under a hydrogen atmosphere in the presence of palladium on charcoal (10%, 3 mg). The suspension was filtrated through celite, which were washed thoroughly with methanol. The solution was concentrated under reduced ... The product is [I-].COC=1C=C(C=CC1OC)C(CCCC1[N+](=CC2=CC(=C(C=C2C1)OC)OC)C)(C#N)C(C)C (3-[4-(3,4-dimethoxyphenyl)-4-isopropyl-4-cyanobutyl]-6,7-dimethoxy-N-methyl-3,4-dihydroisoquinolinium iodide). The solvent is CC(=O)C (acetone). Reactants: COC=1C=C(C=CC1OC)C(CCCC1N=CC2=CC(=C(C=C2C1)OC)OC)(C#N)C(C)C (3-[4-(3,4-dimethoxyphenyl)-4-isopropyl-4-cyanobutyl]-6,7-dimethoxy-3,4-dihydroisoquinoline), CI (methyl iodide). As a reaction SMILES: [CH3:1][O:2][C:3]1[CH:4]=[C:5]([C:11]([CH:31]([CH3:33])[CH3:32])([C:29]#[N:30])[CH2:12][CH2:13][CH2:14][CH:15]2[CH2:24][C:23]3[C:18](=[CH:19][C:20]([O:27][CH3:28])=[C:21]([O:25][CH3:26])[CH:22]=3)[CH:17]=[N:16]2)[CH:6]=[CH:7][C:8]=1[O:9][CH3:10].[CH3:34][I:35]>CC(C)=O>[I-:35].[CH3:1][O:2][C:3]1[CH:4]=[C:5]([C:11]([CH:31]([CH3:33])[CH3:32])([C:29]#[N:30])[CH2:12][CH2:13][CH2:14][CH:15]2[CH2:24][C:23]3[C:18](=[CH:19][C:20]([O:27][CH3:28])=[C:21]([O:25][CH3:26])[CH:22]=3)[CH:17]=[N+:16]2[CH3:34])[CH:6]=[CH:7][C:8]=1[O:9][CH3:10] |f:3.4|. Procedure: The dihydroisoquinoline derivative of formula 40 is then N-alkylated using a compound of formula R3 -L to produce a 3,4-dihydroisoquinolinium derivative of formula 41 (step 2). For example, 3-[4-(3,4-dimethoxyphenyl)-4-isopropyl-4-cyanobutyl]-6,7-dimethoxy-3,4-dihydroisoquinoline (40) is dissolved in acetone with methyl iodide and heated at reflux to produce 3-[4-(3,4-dimethoxyphenyl)-4-isopropyl-4-cyanobutyl]-6,7-dimethoxy-N-methyl-3,4-dihydroisoquinolinium iodide (41). Reaction SMILES: [CH2:1]([CH:2]=[CH2:3])[NH:4][c:5]1[s:6][cH:7][c:8]([CH:10]=[O:11])[n:9]1.[CH3:26][CH2:27][OH:28].[Cl-:23].[NH3:25].[NH4+:24].[S:12]1[C:13](=[S:14])[N:15]([CH2:19][C:20](=[O:21])[OH:22])[C:16](=[O:17])[CH2:18]1>>[CH2:1]([CH:2]=[CH2:3])[NH:4][c:5]1[s:6][cH:7][c:8]([CH:10]=[C:18]2[S:12][C:13](=[S:14])[N:15]([CH2:19][C:20](=[O:21])[OH:22])[C:16]2=[O:17])[n:9]1. The product is C=CCNc1nc(C=C2SC(=S)N(CC(=O)O)C2=O)cs1. Reactants: C=CCNc1nc(C=O)cs1, CCO, [Cl-], N, [NH4+], O=C(O)CN1C(=O)CSC1=S. Starting materials: COC1=CC=2N=C3OC=CC(=C3SC2C=C1)S(=O)(=O)C (2-Methoxy-6-methylsulphonyl-9-oxaphenothiazine), COC1=CC=2N(C3=CC=CC(=C3SC2C=C1)SC)C(C)=O (2-methoxy-6-methylthio-10-acetylphenothiazine), C(C)O (ethanol). Run in 130, OO (hydrogen peroxide). Product: COC1=CC=2N(C=3C(CC=C(C3SC2C=C1)S(=O)(=O)C)=O)C(C)=O (2-methoxy-6-methylsulphonyl-9-oxo-10-acetylphenothiazine). RXN SMILES: [CH3:1][O:2][C:3]1[CH:16]=[CH:15][C:14]2[S:13][C:12]3[C:7](O[CH:9]=[CH:10][C:11]=3[S:17]([CH3:20])(=[O:19])=[O:18])=[N:6][C:5]=2[CH:4]=1.C[O:22][C:23]1C=CC2SC3C(=CC=CC=3SC)N(C(=O)C)C=2[CH:24]=1.[CH2:42]([OH:44])C>OO>[CH3:1][O:2][C:3]1[CH:16]=[CH:15][C:14]2[S:13][C:12]3[C:11]([S:17]([CH3:20])(=[O:19])=[O:18])=[CH:10][CH2:9][C:42](=[O:44])[C:7]=3[N:6]([C:23](=[O:22])[CH3:24])[C:5]=2[CH:4]=1. Procedure: 2-Methoxy-6-methylsulphonyl-9-oxaphenothiazine (m.p. higher than 280°C.; 48 g.) is prepared by oxidation of 2-methoxy-6-methylthio-10-acetylphenothiazine (m.p. 106°-108°C.; 55.0 g.) dissolved in 95% ethanol (95 cc.) by means of 130 volumes hydrogen peroxide (842 cc.). The crude 2-methoxy-6-methylsulphonyl-9-oxo-10-acetylphenothiazine obtained (m.p. about 160°C.) is saponified by means of an alcoholic solution of potassium hydroxide (11.2 g.) in ethanol (200 cc.). The reactants are O=C(Cl)c1ccc(Cl)c(Cl)c1, ClCCl, Cl, CCOC(=O)CCc1ccc(Oc2ccc(N)cn2)c(OC)c1, c1ccncc1. The product is CCOC(=O)CCc1ccc(Oc2ccc(NC(=O)c3ccc(Cl)c(Cl)c3)cn2)c(OC)c1. As a reaction SMILES: [Cl:30][c:31]1[cH:32][c:33]([C:34](=[O:35])[Cl:36])[cH:37][cH:38][c:39]1[Cl:40].[Cl:42][CH2:43][Cl:44].[ClH:41].[NH2:1][c:2]1[cH:3][cH:4][c:5]([O:8][c:9]2[c:10]([O:22][CH3:23])[cH:11][c:12]([CH2:15][CH2:16][C:17](=[O:18])[O:19][CH2:20][CH3:21])[cH:13][cH:14]2)[n:6][cH:7]1.[cH:24]1[cH:25][cH:26][n:27][cH:28][cH:29]1>>[NH:1]([c:2]1[cH:3][cH:4][c:5]([O:8][c:9]2[c:10]([O:22][CH3:23])[cH:11][c:12]([CH2:15][CH2:16][C:17](=[O:18])[O:19][CH2:20][CH3:21])[cH:13][cH:14]2)[n:6][cH:7]1)[C:34]([c:33]1[cH:32][c:31]([Cl:30])[c:39]([Cl:40])[cH:38][cH:37]1)=[O:35].